Dataset: the Open Reaction Database (ORD), a public repository of structured organic reaction records. Task: describe an organic reaction: reactants, conditions, products, and yield Starting materials: CrO3, C(C)C1C(CC(C(C(OC(C2CCCCN2C(C(C2(C(CC(C(C(CC(CC(=C1)C)C)OC)O2)OC)C)O)=O)=O)=O)C(=CC2CC(C(CC2)O)OC)C)C)O[Si](C)(C)C(C)(C)C)=O (17-Ethyl-1-hydroxy-12-[2'-(4"-hydroxy-3"-methoxycyclohexyl)-1'-methylvinyl]-14-t-butyl-dimethylsilyloxy-23,25-dimethoxy-13,19,21,27-tetramethyl-11,28-dioxa-4-azatricyclo[22.3.1.04,9 ]octacos-18-ene-2,3,10,16-tetraone), CC(=O)C.OS(=O)(=O)O.O=[Cr](=O)=O (Jones reagent), acetone hexanes. Run in OS(=O)(=O)O (H2SO4), O (H2O), CC(=O)C (acetone). Conditions: time 60 minute. Product: C(C)C1C(CC(C(C(OC(C2CCCCN2C(C(C2(C(CC(C(C(CC(CC(=C1)C)C)OC)O2)OC)C)O)=O)=O)=O)C(=CC2CC(C(CC2)=O)OC)C)C)O[Si](C)(C)C(C)(C)C)=O (17-Ethyl-1-hydroxy-12-[2'-(4"-oxo-3"-methoxycyclohexyl)-1'-methylvinyl]-14-t-butyldimethylsilyloxy-23,25-dimethoxy-13,19, 21,27-tetramethyl-11,28-dioxa-4-azatricyclo[22.3.1.04,9 ]octacos 18-ene-2,3,10,16-tetraone). Isolated yield 89.5%. RXN SMILES: [CH2:1]([CH:3]1[CH:29]=[C:28]([CH3:30])[CH2:27][CH:26]([CH3:31])[CH2:25][CH:24]([O:32][CH3:33])[CH:23]2[O:34][C:19]([OH:38])([CH:20]([CH3:37])[CH2:21][CH:22]2[O:35][CH3:36])[C:18](=[O:39])[C:17](=[O:40])[N:16]2[CH:11]([CH2:12][CH2:13][CH2:14][CH2:15]2)[C:10](=[O:41])[O:9][CH:8]([C:42]([CH3:53])=[CH:43][CH:44]2[CH2:49][CH2:48][CH:47]([OH:50])[CH:46]([O:51][CH3:52])[CH2:45]2)[CH:7]([CH3:54])[CH:6]([O:55][Si:56]([C:59]([CH3:62])([CH3:61])[CH3:60])([CH3:58])[CH3:57])[CH2:5][C:4]1=[O:63])[CH3:2].CC(C)=O.OS(O)(=O)=O.O=[Cr](=O)=O>CC(C)=O.OS(O)(=O)=O.O>[CH2:1]([CH:3]1[CH:29]=[C:28]([CH3:30])[CH2:27][CH:26]([CH3:31])[CH2:25][CH:24]([O:32][CH3:33])[CH:23]2[O:34][C:19]([OH:38])([CH:20]([CH3:37])[CH2:21][CH:22]2[O:35][CH3:36])[C:18](=[O:39])[C:17](=[O:40])[N:16]2[CH:11]([CH2:12][CH2:13][CH2:14][CH2:15]2)[C:10](=[O:41])[O:9][CH:8]([C:42]([CH3:53])=[CH:43][CH:44]2[CH2:49][CH2:48][C:47](=[O:50])[CH:46]([O:51][CH3:52])[CH2:45]2)[CH:7]([CH3:54])[CH:6]([O:55][Si:56]([C:59]([CH3:60])([CH3:61])[CH3:62])([CH3:58])[CH3:57])[CH2:5][C:4]1=[O:63])[CH3:2] |f:1.2.3|. Reported procedure: A solution of 17-Ethyl-1-hydroxy-12-[2'-(4"-hydroxy-3"methoxycyclohexyl)-1'-methylvinyl]-14-t-butyl-dimethylsilyloxy-23,25-dimethoxy-13,19,21,27-tetramethyl-11,28-dioxa-4-azatricyclo-[22.3.1.04,9 ]octacos-18-ene-2,3,10,16-tetraone (Example 4) (30 gm, 0.0331 mol) in acetone (200 ml) was cooled to 0° C. To the solution was added 16.5 mL of Jones reagent (prepared by dissolving 26.72 g CrO3 in 23 mL of concentrated H2SO4, then diluting the solution to 100 mL with H2O) (The reaction was monitored by... Reactants: C(C)(C)(C)OC(=O)N1CCC(CC1)N1N=CC(=C1)Br (4-(4-Bromo-pyrazol-1-yl)-piperidine-1-carboxylic acid tert-butyl ester), Cl (HCl). Reaction conditions: time 2 hour. Yields the product Cl.BrC=1C=NN(C1)C1CCNCC1 (4-(4-bromopyrazol-1-yl)piperidine hydrochloride). RXN SMILES: C(OC([N:8]1[CH2:13][CH2:12][CH:11]([N:14]2[CH:18]=[C:17]([Br:19])[CH:16]=[N:15]2)[CH2:10][CH2:9]1)=O)(C)(C)C.[ClH:20]>>[ClH:20].[Br:19][C:17]1[CH:16]=[N:15][N:14]([CH:11]2[CH2:12][CH2:13][NH:8][CH2:9][CH2:10]2)[CH:18]=1 |f:2.3|. Reported procedure: To 4-(4-Bromo-pyrazol-1-yl)-piperidine-1-carboxylic acid tert-butyl ester (1 g, 3. mmol) in ETOAc (4 ml) was added sat. ETOAc in HCl (5 ml) and the reaction mixture stirred at room temperature for 2 h. The solvent removed in vacuo and re-evaporated with toluene to give the product (0.68 g), which was used without further purification MS: [M+H]+=230